Dataset: the Open Reaction Database (ORD), a public repository of structured organic reaction records. Task: describe an organic reaction: reactants, conditions, products, and yield The reactants are [BH4-].[Na+] (sodium borohydride), Cl.Cl.C1(CC1)NC(=O)C1=CC=CC=2SC(=CC21)C2=NC(=NC=C2Br)NCCC2(CCNCC2)C (2-{5-bromo-2-[2-(4-methylpiperidin-4-yl)-ethylamino]-pyrimidin-4-yl}-benzo[b]thiophene-4-carboxylic acid cyclopropylamide dihydrochloric acid), ClCCl (dichloromethane), C=O (formaldehyde), [BH4-].[Na+] (sodium borohydride). Run in CO (MeOH). Run at time 1 hour. The product is Cl.Cl.C1(CC1)NC(=O)C1=CC=CC=2SC(=CC21)C2=NC(=NC=C2Br)NCCC2(CCN(CC2)C)C (2-{5-Bromo-2-[2-(1,4-dimethylpiperidin-4-yl)-ethylamino]-pyrimidin-4-yl}-benzo[b]thiophene-4-carboxylic acid cyclopropylamide di-hydrochloride). Isolated yield 64.0%. As a reaction SMILES: [ClH:1].Cl.[CH:3]1([NH:6][C:7]([C:9]2[C:17]3[CH:16]=[C:15]([C:18]4[C:23]([Br:24])=[CH:22][N:21]=[C:20]([NH:25][CH2:26][CH2:27][C:28]5([CH3:34])[CH2:33][CH2:32][NH:31][CH2:30][CH2:29]5)[N:19]=4)[S:14][C:13]=3[CH:12]=[CH:11][CH:10]=2)=[O:8])[CH2:5][CH2:4]1.[Cl:35][CH2:36]Cl.C=O.[BH4-].[Na+]>CO>[ClH:35].[ClH:1].[CH:3]1([NH:6][C:7]([C:9]2[C:17]3[CH:16]=[C:15]([C:18]4[C:23]([Br:24])=[CH:22][N:21]=[C:20]([NH:25][CH2:26][CH2:27][C:28]5([CH3:34])[CH2:33][CH2:32][N:31]([CH3:36])[CH2:30][CH2:29]5)[N:19]=4)[S:14][C:13]=3[CH:12]=[CH:11][CH:10]=2)=[O:8])[CH2:4][CH2:5]1 |f:0.1.2,5.6,8.9.10|. Reported procedure: To 2-{5-bromo-2-[2-(4-methylpiperidin-4-yl)-ethylamino]-pyrimidin-4-yl}-benzo[b]thiophene-4-carboxylic acid cyclopropylamide dihydrochloric acid (0.200 g, 0.34 mmol) dissolved in 3:1 MeOH:dichloromethane (8 mL) is added 37.4% aqueous formaldehyde (0.076 mL, 1.02 mmol). After 1 hour, the reaction mixture is cooled in an ice bath and sodium borohydride is added in portions over two minutes. The reaction proceeds for 1 hour in an ice bath and 1 hour at room temperature. By TLC an intermediate is pr... Reactants: Cc1cc(OCc2ccc(F)cc2F)c(Br)c(=O)[nH]1, CSc1nccc(CBr)n1, C1CCOC1, [H-], [Na+]. Yields the product CSc1nccc(Cn2c(C)cc(OCc3ccc(F)cc3F)c(Br)c2=O)n1. As a reaction SMILES: [Br:1][c:2]1[c:3](=[O:19])[nH:4][c:5]([CH3:18])[cH:6][c:7]1[O:8][CH2:9][c:10]1[c:11]([F:17])[cH:12][c:13]([F:16])[cH:14][cH:15]1.[Br:20][CH2:21][c:22]1[n:23][c:24]([S:28][CH3:29])[n:25][cH:26][cH:27]1.[CH2:32]1[O:33][CH2:34][CH2:35][CH2:36]1.[H-:31].[Na+:30]>>[Br:1][c:2]1[c:3](=[O:19])[n:4]([CH2:21][c:22]2[n:23][c:24]([S:28][CH3:29])[n:25][cH:26][cH:27]2)[c:5]([CH3:18])[cH:6][c:7]1[O:8][CH2:9][c:10]1[c:11]([F:17])[cH:12][c:13]([F:16])[cH:14][cH:15]1. Reactants: CO, COC(=O)C=Cc1ccc(OC)cc1OC. The product is COC(=O)CCc1ccc(OC)cc1OC. RXN SMILES: [CH3:17][OH:18].[CH3:1][O:2][c:3]1[c:4]([CH:5]=[CH:6][C:7](=[O:8])[O:9][CH3:10])[cH:11][cH:12][c:13]([O:15][CH3:16])[cH:14]1>>[CH3:1][O:2][c:3]1[c:4]([CH2:5][CH2:6][C:7](=[O:8])[O:9][CH3:10])[cH:11][cH:12][c:13]([O:15][CH3:16])[cH:14]1. Starting materials: C1=C(C=CC2=CC=CC=C12)COC1CN(CCC1C1=CC(N(C=C1)CCOC1=CC=CC=C1)=O)C(=O)OC(C)(C)C (tert-butyl (3'RS,4'RS)-3'-(naphthalen-2-ylmethoxy)-1-(2-phenoxy-ethyl)-1',2',3',4',5',6'-hexahydro-1H-[4,4']bipyridin-2-one-1'-carboxylate), C([O-])([O-])=O.[Na+].[Na+] (sodium carbonate). The reagents and catalysts are [Br-].[Zn+2].[Br-] (zinc bromide). Run in C(Cl)Cl (methylene chloride). Conditions: time 3 hour. The product is C1=C(C=CC2=CC=CC=C12)COC1CNCCC1C1=CC(N(C=C1)CCOC1=CC=CC=C1)=O ((3'RS,4'RS)-3'-(naphthalen-2-ylmethoxy)-1-(2-phenoxy-ethyl)-1',2',3',4',5',6'-hexahydro-1H-[4,4']bipyridin-2-one). Isolated yield 35.4%. As a reaction SMILES: [CH:1]1[C:10]2[C:5](=[CH:6][CH:7]=[CH:8][CH:9]=2)[CH:4]=[CH:3][C:2]=1[CH2:11][O:12][CH:13]1[CH:18]([C:19]2[CH:24]=[CH:23][N:22]([CH2:25][CH2:26][O:27][C:28]3[CH:33]=[CH:32][CH:31]=[CH:30][CH:29]=3)[C:21](=[O:34])[CH:20]=2)[CH2:17][CH2:16][N:15](C(OC(C)(C)C)=O)[CH2:14]1.C(=O)([O-])[O-].[Na+].[Na+]>C(Cl)Cl.[Br-].[Zn+2].[Br-]>[CH:1]1[C:10]2[C:5](=[CH:6][CH:7]=[CH:8][CH:9]=2)[CH:4]=[CH:3][C:2]=1[CH2:11][O:12][CH:13]1[CH:18]([C:19]2[CH:24]=[CH:23][N:22]([CH2:25][CH2:26][O:27][C:28]3[CH:29]=[CH:30][CH:31]=[CH:32][CH:33]=3)[C:21](=[O:34])[CH:20]=2)[CH2:17][CH2:16][NH:15][CH2:14]1 |f:1.2.3,5.6.7|. Procedure: 20 mg (0.036 mmol) of tert-butyl (3'RS,4'RS)-3'-(naphthalen-2-ylmethoxy)-1-(2-phenoxy-ethyl)-1',2',3',4',5',6'-hexahydro-1H-[4,4']bipyridin-2-one-1'-carboxylate were dissolved in 3 ml of methylene chloride, treated with 40 mg (0.18 mmol) of anhydrous zinc bromide and stirred at room temperature for 3 hours. Thereupon, the reaction mixture was poured into aqueous sodium carbonate solution this was extracted with methylene chloride. The combined methylene chloride phases were dried over magnesium ... Starting materials: CCc1[nH]c(C(=O)O)nc1Cl, ClCCl, NC1CCN(C(=O)C(F)(F)F)CC1OCC(F)F, On1nnc2ccccc21. Yields the product CCc1[nH]c(C(=O)NC2CCN(C(=O)C(F)(F)F)CC2OCC(F)F)nc1Cl. Reaction SMILES: [Cl:19][c:20]1[n:21][c:22]([C:27](=[O:28])[OH:29])[nH:23][c:24]1[CH2:25][CH3:26].[Cl:40][CH2:41][Cl:42].[F:1][CH:2]([CH2:3][O:4][CH:5]1[CH2:6][N:7]([C:12]([C:13]([F:14])([F:15])[F:16])=[O:17])[CH2:8][CH2:9][CH:10]1[NH2:11])[F:18].[OH:30][n:31]1[c:32]2[c:33]([cH:34][cH:35][cH:36][cH:37]2)[n:38][n:39]1>>[F:1][CH:2]([CH2:3][O:4][CH:5]1[CH2:6][N:7]([C:12]([C:13]([F:14])([F:15])[F:16])=[O:17])[CH2:8][CH2:9][CH:10]1[NH:11][C:27]([c:22]1[n:21][c:20]([Cl:19])[c:24]([CH2:25][CH3:26])[nH:23]1)=[O:28])[F:18]. Starting materials: ester, O1CCCC1 (tetrahydrofuran), CCOCC (ether), CP(OC)(=O)OC (dimethyl methanephosphonate), O1CCCC1 (tetrahydrofuran), C(CCC)[Li] (n-butyl lithium). Conditions: temperature -78 celsius, time 1 hour. The product is CC(C(CP(OC)(=O)OC)=O)CC#CC (dimethyl 3-methyl-2-oxo-hept-5-yne-phosphonate). Reaction SMILES: [CH3:1][P:2]([O:6][CH3:7])(=[O:5])[O:3][CH3:4].[CH2:8]([Li])[CH2:9][CH2:10][CH3:11].C[CH2:14][O:15]CC.O1CC[CH2:20][CH2:19]1>>[CH3:11][CH:10]([CH2:9][C:8]#[C:19][CH3:20])[C:14](=[O:15])[CH2:1][P:2]([O:6][CH3:7])(=[O:5])[O:3][CH3:4]. Reported procedure: Next, to a solution of 18 g of dimethyl methanephosphonate in 294 ml of anhydrous tetrahydrofuran was added at -78° C. 86 ml of n-butyl lithium (1.5N), and the mixture was stirred for 20 mins. To the thus prepared reaction mixture was added a solution of 10.4 g of the above-mentioned ester in 20 ml of anhydrous tetrahydrofuran. Then, the mixture was stirred for 15 mins at -78° C. and for 1 hour at room temperature, and 300 ml of ether was added. The solution was washed with 150 ml of aqueous sat... Starting materials: CCOP(=O)(CN=Cc1ccccc1)OCC, COc1ccc(COC(=O)Cl)cc1, [Li]c1ccccc1, C1CCOC1. The product is CCOP(=O)(OCC)C(N=Cc1ccccc1)C(=O)OCc1ccc(OC)cc1. As a reaction SMILES: [CH:1]([c:2]1[cH:3][cH:4][cH:5][cH:6][cH:7]1)=[N:8][CH2:9][P:10]([O:11][CH2:12][CH3:13])([O:14][CH2:15][CH3:16])=[O:17].[Cl:25][C:26](=[O:27])[O:28][CH2:29][c:30]1[cH:31][cH:32][c:33]([O:36][CH3:37])[cH:34][cH:35]1.[Li:18][c:19]1[cH:20][cH:21][cH:22][cH:23][cH:24]1.[O:38]1[CH2:39][CH2:40][CH2:41][CH2:42]1>>[CH:1]([c:2]1[cH:3][cH:4][cH:5][cH:6][cH:7]1)=[N:8][CH:9]([P:10]([O:11][CH2:12][CH3:13])([O:14][CH2:15][CH3:16])=[O:17])[C:26](=[O:27])[O:28][CH2:29][c:30]1[cH:31][cH:32][c:33]([O:36][CH3:37])[cH:34][cH:35]1.